From a dataset of the Open Reaction Database (ORD), a public repository of structured organic reaction records. describe an organic reaction: reactants, conditions, products, and yield Reactants: C([C@@H]1[C@@H]2[C@@H]([C@H]([C@H](O1)O[C@@H]3[C@H](O[C@@H]([C@@H]([C@H]3O)O)O[C@@H]4[C@H](O[C@@H]([C@@H]([C@H]4O)O)O[C@@H]5[C@H](OC([C@@H]([C@H]5O)O)OC6[C@H](OC([C@@H]([C@H]6O)O)C7[C@H](OC([C@@H]([C@H]7O)O)O[C@@H]8[C@H](O[C@@H]([C@@H]([C@H]8O)O)O[C@@H]9[C@H](O[C@H](O2)[C@@H]([C@H]9O)O)CO)CO)CO)CO)CO)CO)CO)O)O)O (γ-cyclodextrin), P(O)(O)(O)=O (phosphoric acid). Product: C([C@@H]1[C@@H]2[C@@H]([C@H]([C@H](O1)O[C@@H]3[C@H](O[C@@H]([C@@H]([C@H]3O)O)O[C@@H]4[C@H](O[C@@H]([C@@H]([C@H]4O)O)O[C@@H]5[C@H](OC([C@@H]([C@H]5O)O)OC6[C@H](OC([C@@H]([C@H]6O)O)C7[C@H](OC([C@@H]([C@H]7O)O)O[C@@H]8[C@H](O[C@@H]([C@@H]([C@H]8O)O)O[C@@H]9[C@H](O[C@H](O2)[C@@H]([C@H]9O)O)CO)CO)CO)CO)CO)CO)CO)O)O)O.P(O)(O)(O)=O (γ-cyclodextrin phosphoric acid). As a reaction SMILES: [CH2:1]([OH:87])[C@H:2]1[O:7][C@@H:6]2[O:8][C@H:9]3[C@H:14]([OH:15])[C@@H:13]([OH:16])[C@@H:12]([O:17][C@H:18]4[C@H:23]([OH:24])[C@@H:22]([OH:25])[C@@H:21]([O:26][C@H:27]5[C@H:32]([OH:33])[C@@H:31]([OH:34])[CH:30]([O:35][CH:36]6[C@H:41]([OH:42])[C@@H:40]([OH:43])[CH:39]([CH:44]7[C@H:49]([OH:50])[C@@H:48]([OH:51])[CH:47]([O:52][C@H:53]8[C@H:58]([OH:59])[C@@H:57]([OH:60])[C@@H:56]([O:61][C@H:62]9[C@H:68]([OH:69])[C@@H:67]([OH:70])[C@@H:65]([O:66][C@H:3]1[C@H:4]([OH:86])[C@H:5]2[OH:85])[O:64][C@@H:63]9[CH2:71][OH:72])[O:55][C@@H:54]8[CH2:73][OH:74])[O:46][C@@H:45]7[CH2:75][OH:76])[O:38][C@@H:37]6[CH2:77][OH:78])[O:29][C@@H:28]5[CH2:79][OH:80])[O:20][C@@H:19]4[CH2:81][OH:82])[O:11][C@@H:10]3[CH2:83][OH:84].[P:88](=[O:92])([OH:91])([OH:90])[OH:89]>>[CH2:1]([OH:87])[C@H:2]1[O:7][C@@H:6]2[O:8][C@H:9]3[C@H:14]([OH:15])[C@@H:13]([OH:16])[C@@H:12]([O:17][C@H:18]4[C@H:23]([OH:24])[C@@H:22]([OH:25])[C@@H:21]([O:26][C@H:27]5[C@H:32]([OH:33])[C@@H:31]([OH:34])[CH:30]([O:35][CH:36]6[C@H:41]([OH:42])[C@@H:40]([OH:43])[CH:39]([CH:44]7[C@H:49]([OH:50])[C@@H:48]([OH:51])[CH:47]([O:52][C@H:53]8[C@H:58]([OH:59])[C@@H:57]([OH:60])[C@@H:56]([O:61][C@H:62]9[C@H:68]([OH:69])[C@@H:67]([OH:70])[C@@H:65]([O:66][C@H:3]1[C@H:4]([OH:86])[C@H:5]2[OH:85])[O:64][C@@H:63]9[CH2:71][OH:72])[O:55][C@@H:54]8[CH2:73][OH:74])[O:46][C@@H:45]7[CH2:75][OH:76])[O:38][C@@H:37]6[CH2:77][OH:78])[O:29][C@@H:28]5[CH2:79][OH:80])[O:20][C@@H:19]4[CH2:81][OH:82])[O:11][C@@H:10]3[CH2:83][OH:84].[P:88](=[O:89])([OH:92])([OH:91])[OH:90] |f:2.3|. Reported procedure: 10 g of γ-cyclodextrin is homogenized with 10 ml of 70% by weight phosphoric acid of 0° C. by intensive rubbing in a rub mortar, filtered and dried in a drying oven at 50° C. 1.5 g of the γ-cyclodextrin-phosphoric acid inclusion complex are obtained which has an acid content of 9.5% and the incorporation rate is 1.4 moles/mole. Solvent: C(C)C(=O)C (methyl ethyl ketone), CN(C=O)C (dimethylformamide). Starting materials: CC1=C(C(=CC(=C1)C)C)N1CCNCC1 (1-(2,4,6-trimethylphenyl)piperazine), ClCC(=O)N1CCN(CC1)C1=C(C=CC=C1)C (2-chloro-1-(4-o-tolylpiperazin-1-yl)ethanone), C([O-])([O-])=O.[Ca+2] (calcium carbonate), ClCC(=O)Cl (chloroacetyl chloride), CC1=C(C(=CC(=C1)C)C)N1CCNCC1 (1-(2,4,6-trimethylphenyl)piperazine). Yields the product ClCC(=O)N1CCN(CC1)C1=C(C=C(C=C1C)C)C (2-chloro-1-[4-(2,4,6-trimethylphenyl)piperazin-1-yl]ethanone). Yield: 96.0%. As a reaction SMILES: ClCC(N1CCN(C2C=CC=CC=2C)CC1)=O.[Cl:18][CH2:19][C:20](Cl)=[O:21].[CH3:23][C:24]1[CH:29]=[C:28]([CH3:30])[CH:27]=[C:26]([CH3:31])[C:25]=1[N:32]1[CH2:37][CH2:36][NH:35][CH2:34][CH2:33]1.C(=O)([O-])[O-].[Ca+2]>CN(C)C=O.C(C(C)=O)C>[Cl:18][CH2:19][C:20]([N:35]1[CH2:36][CH2:37][N:32]([C:25]2[C:26]([CH3:31])=[CH:27][C:28]([CH3:30])=[CH:29][C:24]=2[CH3:23])[CH2:33][CH2:34]1)=[O:21] |f:3.4|. Procedure details: Compound 52A is prepared according to the procedure described for compound 12A, using the following reactants: chloroacetyl chloride (480 ml, 6.05 mmol); 1-(2,4,6-trimethylphenyl)piperazine (31A) (1.122 g, 5.5 mmol); calcium carbonate (1.65 g, 16.5 mmol); methyl ethyl ketone (25 ml) and dimethylformamide (10 ml) to solubilize the 1-(2,4,6-trimethylphenyl)piperazine). Starting materials: CCOC(=O)C(C)(C)Oc1ccc2[nH]c(C)c(CCc3ccc(Cl)cc3)c2c1, C=CCBr, CN(C)C=O, [H-], [Na+], [Na]. The product is C=CCn1c(C)c(CCc2ccc(Cl)cc2)c2cc(OC(C)(C)C(=O)OCC)ccc21. As a reaction SMILES: [CH2:1]([CH3:2])[O:3][C:4]([C:5]([CH3:6])([CH3:7])[O:8][c:9]1[cH:10][c:11]2[c:12]([CH2:19][CH2:20][c:21]3[cH:22][cH:23][c:24]([Cl:27])[cH:25][cH:26]3)[c:13]([CH3:18])[nH:14][c:15]2[cH:16][cH:17]1)=[O:28].[CH2:32]([CH:33]=[CH2:34])[Br:35].[CH3:36][N:37]([CH3:38])[CH:39]=[O:40].[H-:30].[Na+:31].[Na:29]>>[CH2:1]([CH3:2])[O:3][C:4]([C:5]([CH3:6])([CH3:7])[O:8][c:9]1[cH:10][c:11]2[c:12]([CH2:19][CH2:20][c:21]3[cH:22][cH:23][c:24]([Cl:27])[cH:25][cH:26]3)[c:13]([CH3:18])[n:14]([CH2:34][CH:33]=[CH2:32])[c:15]2[cH:16][cH:17]1)=[O:28]. RXN SMILES: [C:1]([CH3:2])([CH3:3])([CH3:4])[O:5][C:6]([CH2:7][O:8][c:9]1[cH:10][c:11]([Br:20])[cH:12][c:13]2[c:18]1[CH2:17][CH2:16][CH2:15][C:14]2=[O:19])=[O:21].[C:31](=[O:32])([O-:33])[O-:34].[CH2:37]([CH2:38][O:39][CH3:40])[O:41][CH3:42].[CH3:44][CH2:45][O:46][C:47](=[O:48])[CH3:49].[Cs+:35].[Cs+:36].[OH2:43].[OH:22][B:23]([OH:24])[c:25]1[cH:26][cH:27][cH:28][cH:29][cH:30]1>>[C:1]([CH3:2])([CH3:3])([CH3:4])[O:5][C:6]([CH2:7][O:8][c:9]1[cH:10][c:11](-[c:25]2[cH:26][cH:27][cH:28][cH:29][cH:30]2)[cH:12][c:13]2[c:18]1[CH2:17][CH2:16][CH2:15][C:14]2=[O:19])=[O:21]. Starting materials: CC(C)(C)OC(=O)COc1cc(Br)cc2c1CCCC2=O, O=C([O-])[O-], COCCOC, CCOC(C)=O, [Cs+], [Cs+], O, OB(O)c1ccccc1. Product: CC(C)(C)OC(=O)COc1cc(-c2ccccc2)cc2c1CCCC2=O. The reactants are Cl (HCl), ClC=1C=C(OC2=CC(=CC=3SC4=CC=CC=C4C(C23)=O)Cl)C=C(C1)Cl (1-(3',5'-dichlorophenoxy)-3-chlorothioxanthone), C(C1=CC=CC=C1)C#N (benzyl cyanide), C([O-])([O-])=O.[K+].[K+] (potassium carbonate). The solvent is CS(=O)C (DMSO), C1(=CC=CC=C1)C (toluene). Yields the product ClC=1C=C(OC2=CC(=CC=3SC4=CC=CC=C4C(C23)=O)C(C2=CC=CC=C2)C#N)C=C(C1)Cl (1-(3',5'-Dichlorophenoxy)-3-(α-cyanobenzyl)thioxanthone). The yield is 30.1%. As a reaction SMILES: [Cl:1][C:2]1[CH:3]=[C:4]([CH:22]=[C:23]([Cl:25])[CH:24]=1)[O:5][C:6]1[C:19]2[C:18](=[O:20])[C:17]3[C:12](=[CH:13][CH:14]=[CH:15][CH:16]=3)[S:11][C:10]=2[CH:9]=[C:8](Cl)[CH:7]=1.[CH2:26]([C:33]#[N:34])[C:27]1[CH:32]=[CH:31][CH:30]=[CH:29][CH:28]=1.C(=O)([O-])[O-].[K+].[K+].Cl>C1(C)C=CC=CC=1.CS(C)=O>[Cl:1][C:2]1[CH:3]=[C:4]([CH:22]=[C:23]([Cl:25])[CH:24]=1)[O:5][C:6]1[C:19]2[C:18](=[O:20])[C:17]3[C:12](=[CH:13][CH:14]=[CH:15][CH:16]=3)[S:11][C:10]=2[CH:9]=[C:8]([CH:26]([C:33]#[N:34])[C:27]2[CH:32]=[CH:31][CH:30]=[CH:29][CH:28]=2)[CH:7]=1 |f:2.3.4|. Procedure: 2 g (4.9 mmol) of 1-(3',5'-dichlorophenoxy)-3-chlorothioxanthone, 0.86 g of benzyl cyanide, 2.03 g of potassium carbonate and 20 ml of DMSO are stirred at 80° C. for 6 hours. The mixture is discharged into 2N HCl/tetrahydronfuran/toluene, and the organic phase is separated off, dired over sodium sulfate and evaporated. Chromatography on silica gel using methylene chloride gives 0.72 g (30%) of product, melting point 145°-155° C. Starting materials: ClC=1N=NC(=CC1C(=O)O)Cl (3,6-dichloro-pyridazine-4-carboxylic acid), S(O)(O)(=O)=O (sulphuric acid). Run in O (water). Yields the product ClC=1C=C(C(NN1)=O)C(=O)O (6-Chloro-3-oxo-2,3-dihydro-pyridazine-4-carboxylic acid). Reaction SMILES: Cl[C:2]1[N:3]=[N:4][C:5]([Cl:11])=[CH:6][C:7]=1[C:8]([OH:10])=[O:9].S(=O)(=O)(O)[OH:13]>O>[Cl:11][C:5]1[CH:6]=[C:7]([C:8]([OH:10])=[O:9])[C:2](=[O:13])[NH:3][N:4]=1. Reported procedure: 27 g of 3,6-dichloro-pyridazine-4-carboxylic acid were stirred at 50° C. for 6 h in a. 1:1 mixture of concentrated sulphuric acid and water. The pure product crystallized after cooling off the reaction mixture and was filtered. Starting materials: CCOC(C)=O, O=C(NCc1ccc(C(F)(F)F)cc1)c1nnc2cc(-c3ccc(Cl)cc3)c(-c3ccccc3Cl)nn12, [H-], CI, [Na+], CN(C)C=O. Product: CN(Cc1ccc(C(F)(F)F)cc1)C(=O)c1nnc2cc(-c3ccc(Cl)cc3)c(-c3ccccc3Cl)nn12. RXN SMILES: [CH3:47][CH2:48][O:49][C:50]([CH3:51])=[O:52].[Cl:1][c:2]1[c:3](-[c:8]2[c:9](-[c:31]3[cH:32][cH:33][c:34]([Cl:37])[cH:35][cH:36]3)[cH:10][c:11]3[n:12]([n:13]2)[c:14]([C:17](=[O:18])[NH:19][CH2:20][c:21]2[cH:22][cH:23][c:24]([C:27]([F:28])([F:29])[F:30])[cH:25][cH:26]2)[n:15][n:16]3)[cH:4][cH:5][cH:6][cH:7]1.[H-:38].[I:40][CH3:41].[Na+:39].[O:42]=[CH:43][N:44]([CH3:45])[CH3:46]>>[Cl:1][c:2]1[c:3](-[c:8]2[c:9](-[c:31]3[cH:32][cH:33][c:34]([Cl:37])[cH:35][cH:36]3)[cH:10][c:11]3[n:12]([n:13]2)[c:14]([C:17](=[O:18])[N:19]([CH2:20][c:21]2[cH:22][cH:23][c:24]([C:27]([F:28])([F:29])[F:30])[cH:25][cH:26]2)[CH3:41])[n:15][n:16]3)[cH:4][cH:5][cH:6][cH:7]1. The reactants are CN(C)C=O, [Cl-], O=C(OCCl)c1ccccc1Cl, O=c1nc(-c2cc(C(F)(F)F)ccn2)[nH]o1, [H-], [NH4+], [Na+]. Yields the product O=C(OCn1c(-c2cc(C(F)(F)F)ccn2)noc1=O)c1ccccc1Cl. As a reaction SMILES: [CH3:33][N:34]([CH3:35])[CH:36]=[O:37].[Cl-:31].[Cl:19][c:20]1[c:21]([C:22](=[O:23])[O:24][CH2:25][Cl:26])[cH:27][cH:28][cH:29][cH:30]1.[F:3][C:4]([c:5]1[cH:6][c:7](-[c:11]2[nH:12][o:13][c:14](=[O:16])[n:15]2)[n:8][cH:9][cH:10]1)([F:17])[F:18].[H-:1].[NH4+:32].[Na+:2]>>[F:3][C:4]([c:5]1[cH:6][c:7](-[c:11]2[n:12][o:13][c:14](=[O:16])[n:15]2[CH2:25][O:24][C:22]([c:21]2[c:20]([Cl:19])[cH:30][cH:29][cH:28][cH:27]2)=[O:23])[n:8][cH:9][cH:10]1)([F:17])[F:18]. Reactants: COc2ccc1ccccc1c2 (substrate), COc1cccc([Zn](C)(C)(C)([Li])[Li])c1 (effective_coupling_partner). The reagents and catalysts are PCy3. Reaction conditions: temperature 25 celsius, time 9 hour. The product is COc3cccc(c2ccc1ccccc1c2)c3.